Dataset: the Open Reaction Database (ORD), a public repository of structured organic reaction records. Task: describe an organic reaction: reactants, conditions, products, and yield Starting materials: C(C)(C)(C)OC(NCCCN1C(=NC=2C(=NC=3C=CC=CC3C21)N)CCCC)=O (tert-Butyl[3-(4-amino-2-butyl-1H-imidazo[4,5-c]quinolin-1-yl)propyl]carbamate), C(=O)(C(F)(F)F)O (TFA). The solvent is C(Cl)Cl (DCM). Run at time 20 minute. Product: NCCCN1C(=NC=2C(=NC=3C=CC=CC3C21)N)CCCC (1-(3-Aminopropyl)-2-butyl-1H-imidazo[4,5-c]quinolin-4-amine). As a reaction SMILES: C(OC(=O)[NH:7][CH2:8][CH2:9][CH2:10][N:11]1[C:23]2[C:22]3[CH:21]=[CH:20][CH:19]=[CH:18][C:17]=3[N:16]=[C:15]([NH2:24])[C:14]=2[N:13]=[C:12]1[CH2:25][CH2:26][CH2:27][CH3:28])(C)(C)C.C(O)(C(F)(F)F)=O>C(Cl)Cl>[NH2:7][CH2:8][CH2:9][CH2:10][N:11]1[C:23]2[C:22]3[CH:21]=[CH:20][CH:19]=[CH:18][C:17]=3[N:16]=[C:15]([NH2:24])[C:14]=2[N:13]=[C:12]1[CH2:25][CH2:26][CH2:27][CH3:28]. Procedure: The product from step (vi) (0.6 g) was dissolved in DCM (5 mL) and TFA (5 mL) was added. The reaction mixture was stirred for 20 min, the solvents were evaporated and the product purified via SCX resin, eluting with ammonia in MeOH solution (3.5%). Yield 380 mg. As a reaction SMILES: [CH:1]([C:4]1[S:5][C:6]([CH2:17][C:18]([O:20][CH3:21])=[O:19])=[C:7](/[CH:9]=[CH:10]/[C:11]2[CH:16]=[CH:15][CH:14]=[CH:13][CH:12]=2)[N:8]=1)([CH3:3])[CH3:2].CO[CH:24](OC)[N:25]([CH3:27])[CH3:26]>>[CH3:24][N:25]([CH:27]=[C:17]([C:6]1[S:5][C:4]([CH:1]([CH3:3])[CH3:2])=[N:8][C:7]=1/[CH:9]=[CH:10]/[C:11]1[CH:12]=[CH:13][CH:14]=[CH:15][CH:16]=1)[C:18]([O:20][CH3:21])=[O:19])[CH3:26]. The product is CN(C)C=C(C(=O)OC)C1=C(N=C(S1)C(C)C)\C=C\C1=CC=CC=C1 (Methyl α-[(dimethylamino)-methylene]-2-isopropyl-4-[(E)-styryl]-5-thiazolacetate). Procedure: A mixture of 3.1 g of the product of Step E and 30 ml of dimethylformamide dimethyl acetal was heated to 50° C. and after 5 hours at this temperature, the mixture was allowed to return to 20° to 25° C. The mixture was stirred for 16 hours and then was brought to dryness. The residue was chromatographed on silica, eluting with a hexane--ethyl acetate mixture (8-2) to obtain after evaporation of the solvents, 2 g of the desired product. Thin layer chromatography; Rf=0.15 [eluant: hexane--ethyl ace... Run at temperature 50 celsius, time 16 hour. Reactants: C(C)(C)C=1SC(=C(N1)\C=C\C1=CC=CC=C1)CC(=O)OC (Methyl 2-isopropyl-4-[(E)-styryl]-5-thiazolacetate), COC(N(C)C)OC (dimethylformamide dimethyl acetal).